The task is: describe an organic reaction: reactants, conditions, products, and yield. This data is from the Open Reaction Database (ORD), a public repository of structured organic reaction records. The yield is 53.6%. As a reaction SMILES: Cl[C:2]1[N:7]=[C:6]([C:8]#[N:9])[C:5]([S:10][C:11]2[CH:16]=[CH:15][CH:14]=[CH:13][CH:12]=2)=[N:4][CH:3]=1.[F-:17].[K+].C(OCC)(=O)C.O>CS(C)=O.[Br-].C([N+](CCCC)(CCCC)CCCC)CCC>[F:17][C:2]1[N:7]=[C:6]([C:8]#[N:9])[C:5]([S:10][C:11]2[CH:16]=[CH:15][CH:14]=[CH:13][CH:12]=2)=[N:4][CH:3]=1 |f:1.2,6.7|. Conditions: temperature 55 celsius, time 2.5 hour. Procedure: In 3.6 mL of dimethyl sulfoxide was dissolved 0.20 g of 6-chloro-3-(phenylsulfanyl)-2-pyrazinecarbonitrile. After adding 0.42 g of potassium fluoride and 0.16 g of tetra-n-butylammonium bromide successively, the mixture thus obtained was stirred at 50-60° C. for 2.5 hours. The reaction mixture was poured into a mixture of 20 mL of ethyl acetate and 20 mL of water, and the organic layer was separated. The organic layer was washed successively with water and saturated aqueous solution of sodium ch... Starting materials: [F-].[K+] (potassium fluoride), C(C)(=O)OCC (ethyl acetate), O (water), ClC1=CN=C(C(=N1)C#N)SC1=CC=CC=C1 (6-chloro-3-(phenylsulfanyl)-2-pyrazinecarbonitrile). The solvent is CS(=O)C (dimethyl sulfoxide). The product is FC1=CN=C(C(=N1)C#N)SC1=CC=CC=C1 (6-fluoro-3-(phenylsulfanyl)-2-pyrazinecarbonitrile). Reagents/catalysts: [Br-].C(CCC)[N+](CCCC)(CCCC)CCCC (tetra-n-butylammonium bromide). Reactants: CCOC(=O)C1C(=O)N(C)C(=S)N(C)C1=O, CN(C)C=O, CCO, COc1cc(N)ccc1Oc1ccc(C(F)(F)F)cc1Cl, O. Yields the product COc1cc(NC(=O)C2C(=O)N(C)C(=S)N(C)C2=O)ccc1Oc1ccc(C(F)(F)F)cc1Cl. As a reaction SMILES: [CH3:1][N:2]1[C:3](=[S:4])[N:5]([CH3:16])[C:6](=[O:7])[CH:8]([C:11]([O:13][CH2:12][CH3:14])=[O:15])[C:9]1=[O:10].[CH3:38][N:39]([CH3:40])[CH:41]=[O:42].[CH3:44][CH2:45][OH:46].[Cl:17][c:18]1[c:19]([O:20][c:21]2[c:22]([O:28][CH3:29])[cH:23][c:24]([NH2:25])[cH:26][cH:27]2)[cH:30][cH:31][c:32]([C:34]([F:35])([F:36])[F:37])[cH:33]1.[OH2:43]>>[CH3:1][N:2]1[C:3](=[S:4])[N:5]([CH3:16])[C:6](=[O:7])[CH:8]([C:11](=[O:13])[NH:25][c:24]2[cH:23][c:22]([O:28][CH3:29])[c:21]([O:20][c:19]3[c:18]([Cl:17])[cH:33][c:32]([C:34]([F:35])([F:36])[F:37])[cH:31][cH:30]3)[cH:27][cH:26]2)[C:9]1=[O:10]. Starting materials: FC=1C(=C(C(=O)NOCCO)C=C(C1F)C=O)NC1=C(C=C(C=C1)I)F (3,4-difluoro-2-(2-fluoro-4-iodo-phenylamino)-5-formyl-N-(2-hydroxy-ethoxy)-benzamide), C(O)CN (ethanolamine). Run in C1CCOC1 (THF). Product: FC=1C(=C(C(=O)NOCCO)C=C(C1F)/C=N/CCO)NC1=C(C=C(C=C1)I)F (3,4-difluoro-2-(2-fluoro-4-iodo-phenylamino)-N-(2-hydroxy-ethoxy)-5-{[(E)-2-hydroxy-ethylimino]-methyl}-benzamide). RXN SMILES: [F:1][C:2]1[C:3]([NH:18][C:19]2[CH:24]=[CH:23][C:22]([I:25])=[CH:21][C:20]=2[F:26])=[C:4]([CH:12]=[C:13]([CH:16]=O)[C:14]=1[F:15])[C:5]([NH:7][O:8][CH2:9][CH2:10][OH:11])=[O:6].[CH2:27]([CH2:29][NH2:30])[OH:28]>C1COCC1>[F:1][C:2]1[C:3]([NH:18][C:19]2[CH:24]=[CH:23][C:22]([I:25])=[CH:21][C:20]=2[F:26])=[C:4]([CH:12]=[C:13](/[CH:16]=[N:30]/[CH2:29][CH2:27][OH:28])[C:14]=1[F:15])[C:5]([NH:7][O:8][CH2:9][CH2:10][OH:11])=[O:6]. Procedure: The title compound was synthesized by reacting 3,4-difluoro-2-(2-fluoro-4-iodo-phenylamino)-5-formyl-N-(2-hydroxy-ethoxy)-benzamide obtained in Step F of Example 1 with ethanolamine in THF. The reactants are FC(COC1=C(C=CC=C1)N1CCN(CC1)CCCN1C(NC=C(C1=O)C)=O)(F)F (3-{3-[4-(2-(2,2,2-trifluoroethoxy)phenyl)piperazin-1-yl]propyl}-5-methyl-2,4(1H,3H)-pyrimidinedione), ClC1=CC=C(CCl)C=C1 (4-chlorobenzyl chloride). Yields the product Cl.ClC1=CC=C(CN2C(N(C(C(=C2)C)=O)CCCN2CCN(CC2)C2=C(C=CC=C2)OCC(F)(F)F)=O)C=C1 (1-(4-chlorobenzyl)-3-{3-[4-(2-(2,2,2-trifluoroethoxy)phenyl)piperazin-1-yl]-propyl}-5-methyl-2,4(1H,3H)-pyrimidinedione hydrochloride). As a reaction SMILES: [F:1][C:2]([F:30])([F:29])[CH2:3][O:4][C:5]1[CH:10]=[CH:9][CH:8]=[CH:7][C:6]=1[N:11]1[CH2:16][CH2:15][N:14]([CH2:17][CH2:18][CH2:19][N:20]2[C:25](=[O:26])[C:24]([CH3:27])=[CH:23][NH:22][C:21]2=[O:28])[CH2:13][CH2:12]1.[Cl:31][C:32]1[CH:39]=[CH:38][C:35]([CH2:36]Cl)=[CH:34][CH:33]=1>>[ClH:31].[Cl:31][C:32]1[CH:39]=[CH:38][C:35]([CH2:36][N:22]2[CH:23]=[C:24]([CH3:27])[C:25](=[O:26])[N:20]([CH2:19][CH2:18][CH2:17][N:14]3[CH2:13][CH2:12][N:11]([C:6]4[CH:7]=[CH:8][CH:9]=[CH:10][C:5]=4[O:4][CH2:3][C:2]([F:29])([F:1])[F:30])[CH2:16][CH2:15]3)[C:21]2=[O:28])=[CH:34][CH:33]=1 |f:2.3|. Reported procedure: substituting 3-{3-[4-(2-(2,2,2-trifluoroethoxy)phenyl)piperazin-1-yl]propyl}-5-methyl-2,4(1H,3H)-pyrimidinedione and 4-chlorobenzyl chloride gave 1-(4-chlorobenzyl)-3-{3-[4-(2-(2,2,2-trifluoroethoxy)phenyl)piperazin-1-yl]-propyl}-5-methyl-2,4(1H,3H)-pyrimidinedione hydrochloride, m.p. 170°-172° C.; Anal.: Calcd. for C27H30ClF3N4O3.HCl: C, 55.20; H, 5.31; N, 9.53%; Found: C, 55.01; H, 5.24; N, 9.56%; Yields the product C[C@H]([C@H]1C(=O)N[C@@H](CSSC[C@@H](C(=O)N[C@H](C(=O)N[C@@H](C(=O)N[C@H](C(=O)N1)CCCCN)CC2=CNC3=C2C=CC=C3)CC=4C=CC=CC4)NC(=O)[C@@H](CC=5C=CC=CC5)N)C(=O)N[C@H](CO)[C@@H](C)O)O (Octreotide), C[C@H]([C@H]1C(=O)N[C@@H](CSSC[C@@H](C(=O)N[C@H](C(=O)N[C@@H](C(=O)N[C@H](C(=O)N1)CCCCN)CC2=CNC3=C2C=CC=C3)CC=4C=CC=CC4)NC(=O)[C@@H](CC=5C=CC=CC5)N)C(=O)N[C@H](CO)[C@@H](C)O)O.CC(=O)O (Octreotide acetate), Polypeptide. Reaction SMILES: [CH3:1][C@@H:2]([OH:71])[C@@H:3]1[NH:27][C:25](=[O:26])[C@H:24]([CH2:28][CH2:29][CH2:30][CH2:31][NH2:32])[NH:23][C:21](=[O:22])[C@@H:20]([CH2:33][C:34]2[C:38]3[CH:39]=[CH:40][CH:41]=[CH:42][C:37]=3[NH:36][CH:35]=2)[NH:19][C:17](=[O:18])[C@H:16]([CH2:43][C:44]2[CH:45]=[CH:46][CH:47]=[CH:48][CH:49]=2)[NH:15][C:13](=[O:14])[C@@H:12]([NH:50][C:51]([C@H:53]([NH2:61])[CH2:54][C:55]2[CH:56]=[CH:57][CH:58]=[CH:59][CH:60]=2)=[O:52])[CH2:11][S:10][S:9][CH2:8][C@@H:7]([C:62]([NH:64][C@@H:65]([C@H:68]([OH:70])[CH3:69])[CH2:66][OH:67])=[O:63])[NH:6][C:4]1=[O:5].C(Cl)Cl.C[OH:76]>>[CH3:1][C@@H:2]([OH:71])[C@@H:3]1[NH:27][C:25](=[O:26])[C@H:24]([CH2:28][CH2:29][CH2:30][CH2:31][NH2:32])[NH:23][C:21](=[O:22])[C@@H:20]([CH2:33][C:34]2[C:38]3[CH:39]=[CH:40][CH:41]=[CH:42][C:37]=3[NH:36][CH:35]=2)[NH:19][C:17](=[O:18])[C@H:16]([CH2:43][C:44]2[CH:49]=[CH:48][CH:47]=[CH:46][CH:45]=2)[NH:15][C:13](=[O:14])[C@@H:12]([NH:50][C:51]([C@H:53]([NH2:61])[CH2:54][C:55]2[CH:60]=[CH:59][CH:58]=[CH:57][CH:56]=2)=[O:52])[CH2:11][S:10][S:9][CH2:8][C@@H:7]([C:62]([NH:64][C@@H:65]([C@H:68]([OH:70])[CH3:69])[CH2:66][OH:67])=[O:63])[NH:6][C:4]1=[O:5].[CH3:1][C@@H:2]([OH:71])[C@@H:3]1[NH:27][C:25](=[O:26])[C@H:24]([CH2:28][CH2:29][CH2:30][CH2:31][NH2:32])[NH:23][C:21](=[O:22])[C@@H:20]([CH2:33][C:34]2[C:38]3[CH:39]=[CH:40][CH:41]=[CH:42][C:37]=3[NH:36][CH:35]=2)[NH:19][C:17](=[O:18])[C@H:16]([CH2:43][C:44]2[CH:49]=[CH:48][CH:47]=[CH:46][CH:45]=2)[NH:15][C:13](=[O:14])[C@@H:12]([NH:50][C:51]([C@H:53]([NH2:61])[CH2:54][C:55]2[CH:60]=[CH:59][CH:58]=[CH:57][CH:56]=2)=[O:52])[CH2:11][S:10][S:9][CH2:8][C@@H:7]([C:62]([NH:64][C@@H:65]([C@H:68]([OH:70])[CH3:69])[CH2:66][OH:67])=[O:63])[NH:6][C:4]1=[O:5].[CH3:69][C:68]([OH:70])=[O:76] |f:4.5|. Procedure: Various Octreotide microspheres were prepared from a clear dispersed phase containing the polymer, octreotide, methylene chloride (DCM) and methanol. Octreotide acetate was obtained from Polypeptide Laboratories or Peninsula Lab. Polymer concentration was varied for the batches to obtain appropriate particle size and also to obtain efficient drug load. Methanol (MeOH) to DCM ratio was increased while making higher drug load batches to get a clear dispersed phase. The continuous phase was a 0.35%... The reactants are C[C@H]([C@H]1C(=O)N[C@@H](CSSC[C@@H](C(=O)N[C@H](C(=O)N[C@@H](C(=O)N[C@H](C(=O)N1)CCCCN)CC2=CNC3=C2C=CC=C3)CC=4C=CC=CC4)NC(=O)[C@@H](CC=5C=CC=CC5)N)C(=O)N[C@H](CO)[C@@H](C)O)O (octreotide), C(Cl)Cl (methylene chloride), CO (methanol). Reactants: BrCC(=O)NC1=C(C=CC=C1[N+](=O)[O-])OC (2-Bromo-N-(2-methoxy-6-nitrophenyl)acetamide), N1CCOCC1 (morpholin). Solvent: C1CCOC1 (THF). Reaction conditions: time 2.5 hour. Yields the product COC1=C(C(=CC=C1)[N+](=O)[O-])NC(CN1CCOCC1)=O (N-(2-Methoxy-6-nitrophenyl)-2-morpholin-4-ylacetamide). The yield is 75.6%. RXN SMILES: Br[CH2:2][C:3]([NH:5][C:6]1[C:11]([N+:12]([O-:14])=[O:13])=[CH:10][CH:9]=[CH:8][C:7]=1[O:15][CH3:16])=[O:4].[NH:17]1[CH2:22][CH2:21][O:20][CH2:19][CH2:18]1>C1COCC1>[CH3:16][O:15][C:7]1[CH:8]=[CH:9][CH:10]=[C:11]([N+:12]([O-:14])=[O:13])[C:6]=1[NH:5][C:3](=[O:4])[CH2:2][N:17]1[CH2:22][CH2:21][O:20][CH2:19][CH2:18]1. Reported procedure: To a solution of 2-bromo-N-(2-methoxy-6-nitrophenyl)acetamide (Step 1, 8.8 g, 30 mmol) in THF (240 mL) was added morpholin (11 mL, 122 mmol) at 0° C. and warmed to rt. After 2.5 h, the reaction mixture was quenched by addition of water (200 mL) and extracted with ethyl acetate (200 mL×2). The combined organic layers were washed with water (200 mL), brine (100 mL) dried over sodium sulfate, filtered and concentrated in vacuo. The residue was purified by column chromatography on silica gel eluting... The reactants are CC(=O)CC(C)(C)NC(=O)OC(C)(C)C, CCOC(C)=O, Cl, C1CCOC1. The product is CCOC(=O)C=C(C)CC(C)(C)NC(=O)OC(C)(C)C. As a reaction SMILES: [C:1]([CH3:2])([CH3:3])([CH3:4])[O:5][C:6]([NH:7][C:8]([CH2:9][C:10]([CH3:11])=[O:12])([CH3:13])[CH3:14])=[O:15].[CH3:16][CH2:17][O:18][C:19]([CH3:20])=[O:21].[ClH:22].[O:23]1[CH2:24][CH2:25][CH2:26][CH2:27]1>>[C:1]([CH3:2])([CH3:3])([CH3:4])[O:5][C:6]([NH:7][C:8]([CH2:9][C:10]([CH3:11])=[CH:20][C:19]([O:18][CH2:17][CH3:16])=[O:21])([CH3:13])[CH3:14])=[O:15]. The reactants are COC(=O)CBr, O=C([O-])[O-], [K+], [K+], CN(C)C=O, Oc1ccc(C2(O)CCN(c3ccc4nnc(C(F)(F)F)n4n3)CC2)cc1. Yields the product COC(=O)COc1ccc(C2(O)CCN(c3ccc4nnc(C(F)(F)F)n4n3)CC2)cc1. RXN SMILES: [Br:1][CH2:2][C:3](=[O:4])[O:5][CH3:6].[C:34](=[O:35])([O-:36])[O-:37].[K+:38].[K+:39].[O:40]=[CH:41][N:42]([CH3:43])[CH3:44].[OH:7][c:8]1[cH:9][cH:10][c:11]([C:14]2([OH:33])[CH2:15][CH2:16][N:17]([c:20]3[cH:21][cH:22][c:23]4[n:24]([n:25]3)[c:26]([C:29]([F:30])([F:31])[F:32])[n:27][n:28]4)[CH2:18][CH2:19]2)[cH:12][cH:13]1>>[CH2:2]([C:3](=[O:4])[O:5][CH3:6])[O:7][c:8]1[cH:9][cH:10][c:11]([C:14]2([OH:33])[CH2:15][CH2:16][N:17]([c:20]3[cH:21][cH:22][c:23]4[n:24]([n:25]3)[c:26]([C:29]([F:30])([F:31])[F:32])[n:27][n:28]4)[CH2:18][CH2:19]2)[cH:12][cH:13]1.